Dataset: the Open Reaction Database (ORD), a public repository of structured organic reaction records. Task: describe an organic reaction: reactants, conditions, products, and yield Reactants: C(CCCCCCC)C(=O)OC1=CC=C(C(=O)O)C=C1 (4-octylcarbonyloxybenzoic acid), S(=O)(Cl)Cl (thionyl chloride). Run in C(Cl)(Cl)(Cl)Cl (carbon tetrachloride). Product: C(CCCCCCC)C(=O)OC1=CC=C(C(=O)Cl)C=C1 (4-octylcarbonyloxybenzoic chloride). Reaction SMILES: [CH2:1]([C:9]([O:11][C:12]1[CH:20]=[CH:19][C:15]([C:16](O)=[O:17])=[CH:14][CH:13]=1)=[O:10])[CH2:2][CH2:3][CH2:4][CH2:5][CH2:6][CH2:7][CH3:8].S(Cl)([Cl:23])=O>C(Cl)(Cl)(Cl)Cl>[CH2:1]([C:9]([O:11][C:12]1[CH:20]=[CH:19][C:15]([C:16]([Cl:23])=[O:17])=[CH:14][CH:13]=1)=[O:10])[CH2:2][CH2:3][CH2:4][CH2:5][CH2:6][CH2:7][CH3:8]. Procedure: 2.5 g of 4-octylcarbonyloxybenzoic acid was dispersed in 50 ml carbon tetrachloride, after dropping 10 ml of thionyl chloride to this solution, refluxed for three hours. After reducing the solvent, 4-octylcarbonyloxybenzoic chloride (CK) was obtained. Reactants: CI, [H-], [Na+], C1CCOC1, COCCCN1C(=O)COc2ccc(COC3CN(C(=O)OCc4ccccc4)CCC3c3ccc(OCC(O)COc4ccccc4)cc3)cc21. Yields the product COCCCN1C(=O)COc2ccc(COC3CN(C(=O)OCc4ccccc4)CCC3c3ccc(OCC(COc4ccccc4)OC)cc3)cc21. Reaction SMILES: [CH3:55][I:56].[H-:54].[Na+:53].[O:57]1[CH2:58][CH2:59][CH2:60][CH2:61]1.[OH:1][CH:2]([CH2:3][O:4][c:5]1[cH:6][cH:7][c:8]([CH:11]2[CH:12]([O:27][CH2:28][c:29]3[cH:30][cH:31][c:32]4[c:33]([cH:44]3)[N:34]([CH2:39][CH2:40][CH2:41][O:42][CH3:43])[C:35](=[O:38])[CH2:36][O:37]4)[CH2:13][N:14]([C:17](=[O:18])[O:19][CH2:20][c:21]3[cH:22][cH:23][cH:24][cH:25][cH:26]3)[CH2:15][CH2:16]2)[cH:9][cH:10]1)[CH2:45][O:46][c:47]1[cH:48][cH:49][cH:50][cH:51][cH:52]1>>[O:1]([CH:2]([CH2:3][O:4][c:5]1[cH:6][cH:7][c:8]([CH:11]2[CH:12]([O:27][CH2:28][c:29]3[cH:30][cH:31][c:32]4[c:33]([cH:44]3)[N:34]([CH2:39][CH2:40][CH2:41][O:42][CH3:43])[C:35](=[O:38])[CH2:36][O:37]4)[CH2:13][N:14]([C:17](=[O:18])[O:19][CH2:20][c:21]3[cH:22][cH:23][cH:24][cH:25][cH:26]3)[CH2:15][CH2:16]2)[cH:9][cH:10]1)[CH2:45][O:46][c:47]1[cH:48][cH:49][cH:50][cH:51][cH:52]1)[CH3:55].